This data is from the Open Reaction Database (ORD), a public repository of structured organic reaction records. The task is: describe an organic reaction: reactants, conditions, products, and yield Starting materials: CN(/C=C/C(=O)C1=NN(C=CC1=O)C1=CC=C(C=C1)CN(C)C)C (3-((E)-3-Dimethylamino-acryloyl)-1-(4-dimethylaminomethyl-phenyl)-1H-pyridazin-4-one), FC1=C(C=CC=C1)NN (2-fluoro-phenylhydrazine). Procedure details: The product was obtained starting from 3-((E)-3-Dimethylamino-acryloyl)-1-(4-dimethylaminomethyl-phenyl)-1H-pyridazin-4-one (A-28) and 2-fluoro-phenylhydrazine according to the method described for example 91. MS: M=390.1 (M+H)+ Reaction SMILES: C[N:2](C)/[CH:3]=[CH:4]/[C:5]([C:7]1[C:12](=[O:13])[CH:11]=[CH:10][N:9]([C:14]2[CH:19]=[CH:18][C:17]([CH2:20][N:21]([CH3:23])[CH3:22])=[CH:16][CH:15]=2)[N:8]=1)=O.[F:25][C:26]1[CH:31]=[CH:30][CH:29]=[CH:28][C:27]=1[NH:32]N>>[CH3:22][N:21]([CH2:20][C:17]1[CH:18]=[CH:19][C:14]([N:9]2[CH:10]=[CH:11][C:12](=[O:13])[C:7]([C:5]3[N:32]([C:27]4[CH:28]=[CH:29][CH:30]=[CH:31][C:26]=4[F:25])[N:2]=[CH:3][CH:4]=3)=[N:8]2)=[CH:15][CH:16]=1)[CH3:23]. Yields the product CN(C)CC1=CC=C(C=C1)N1N=C(C(C=C1)=O)C=1N(N=CC1)C1=C(C=CC=C1)F (1-(4-dimethylaminomethyl-phenyl)-3-[2-(2-fluoro-phenyl)-2H-pyrazol-3-yl]-1H-pyridazin-4-one). The reactants are C(C)OC(C1=CC(C(=O)OCC)=CC(=C1)C(N(CCC)C)=O)=O (5-(methyl-propylcarbamoyl)-isophthalic acid diethyl ester), [OH-].[Na+] (NaOH), Cl (HCl). The solvent is C(C)O (ethanol). Yields the product C(C)OC(C1=CC(C(=O)O)=CC(=C1)C(N(CCC)C)=O)=O (5-(Methyl-propylcarbamoyl)-isophthalic acid monoethyl ester). Isolated yield 75.8%. Reaction SMILES: [CH2:1]([O:3][C:4](=[O:23])[C:5]1[CH:15]=[C:14]([C:16](=[O:22])[N:17]([CH3:21])[CH2:18][CH2:19][CH3:20])[CH:13]=[C:7]([C:8]([O:10]CC)=[O:9])[CH:6]=1)[CH3:2].[OH-].[Na+].Cl>C(O)C>[CH2:1]([O:3][C:4](=[O:23])[C:5]1[CH:15]=[C:14]([C:16](=[O:22])[N:17]([CH3:21])[CH2:18][CH2:19][CH3:20])[CH:13]=[C:7]([C:8]([OH:10])=[O:9])[CH:6]=1)[CH3:2] |f:1.2|. Procedure: Stir a solution of 5-(methyl-propylcarbamoyl)-isophthalic acid diethyl ester (2.02 g, 6.3 mmol), NaOH (0.25 g, 6.3 mmol) and ethanol (32 mL) at room temperature overnight. Add 0.2 N HCl (60 mL) and extract with ethyl acetate (2×50 mL). Dry (magnesium sulfate), concentrate and purify (silica gel chromatography, eluting with 50:50 ethyl acetate:hexanes with 1% acetic acid then 100% ethyl acetate with 1% acetic acid) to give the title compound as an oil (1.4 g, 75%). Reactants: FC=1C=C(C=NC1)CN ((5-fluoropyridin-3-yl)methanamine), N1=C(C=CC=C1)CN (pyridin-2-ylmethanamine), CC=1N=C(SC1C(=O)O)N1C(N(CC1)CCCC(F)(F)F)=O (4-methyl-2-(2-oxo-3-(4,4,4-trifluorobutyl)imidazolidin-1-yl)thiazole-5-carboxylic acid). Product: CC=1N=C(SC1C(=O)NCC1=NC=CC=C1)N1C(N(CC1)CCCC(F)(F)F)=O (4-methyl-2-(2-oxo-3-(4,4,4-trifluorobutyl)imidazolidin-1-yl)-N-(pyridin-2-ylmethyl)thiazole-5-carboxamide). Isolated yield 28.0%. As a reaction SMILES: FC1C=C(CN)C=NC=1.[N:10]1[CH:15]=[CH:14][CH:13]=[CH:12][C:11]=1[CH2:16][NH2:17].[CH3:18][C:19]1[N:20]=[C:21]([N:27]2[CH2:31][CH2:30][N:29]([CH2:32][CH2:33][CH2:34][C:35]([F:38])([F:37])[F:36])[C:28]2=[O:39])[S:22][C:23]=1[C:24](O)=[O:25]>>[CH3:18][C:19]1[N:20]=[C:21]([N:27]2[CH2:31][CH2:30][N:29]([CH2:32][CH2:33][CH2:34][C:35]([F:36])([F:37])[F:38])[C:28]2=[O:39])[S:22][C:23]=1[C:24]([NH:17][CH2:16][C:11]1[CH:12]=[CH:13][CH:14]=[CH:15][N:10]=1)=[O:25]. Procedure details: Following the procedure as describe in Example 12, making variations as required to replace (5-fluoropyridin-3-yl)methanamine with pyridin-2-ylmethanamine to react with 4-methyl-2-(2-oxo-3-(4,4,4-trifluorobutyl)imidazolidin-1-yl)thiazole-5-carboxylic acid in place of 2-(3-(cyclopropylmethyl)-2-oxoimidazolidin-1-yl)-4-methylthiazole-5-carboxylic acid, the title compound was obtained as a colorless solid in 28% yield: 1H NMR (300 MHz, CDCl3) δ 8.56-8.54 (m, 1H), 7.70-7.64 (m, 1H), 7.30-7.19 (m, 2H... Starting materials: C(C)(C)(C)OC(=O)C1=C(C=CC=C1)C1=CC=C(C=C1)CN1C(=NC(=C1C#N)C(C(C)C)=O)CCCC (1-[(2'-t-butoxycarbonylbiphenyl-4-yl)methyl]-2-butyl-4-isobutyrylimidazole-5-carbonitrile), [BH4-].[Na+] (sodium borohydride). Solvent: C(C)O (ethanol). The product is C(C)(C)(C)OC(=O)C1=C(C=CC=C1)C1=CC=C(C=C1)CN1C(=NC(=C1C#N)C(C(C)C)O)CCCC (1-[(2'-t-Butoxycarbonylbiphenyl-4-yl)methyl]-2-butyl-4-(1-hydroxy-2-methylpropyl)imidazole-5-carbonitrile). Yield: 59.2%. As a reaction SMILES: [C:1]([O:5][C:6]([C:8]1[CH:13]=[CH:12][CH:11]=[CH:10][C:9]=1[C:14]1[CH:19]=[CH:18][C:17]([CH2:20][N:21]2[C:25]([C:26]#[N:27])=[C:24]([C:28](=[O:32])[CH:29]([CH3:31])[CH3:30])[N:23]=[C:22]2[CH2:33][CH2:34][CH2:35][CH3:36])=[CH:16][CH:15]=1)=[O:7])([CH3:4])([CH3:3])[CH3:2].[BH4-].[Na+]>C(O)C>[C:1]([O:5][C:6]([C:8]1[CH:13]=[CH:12][CH:11]=[CH:10][C:9]=1[C:14]1[CH:19]=[CH:18][C:17]([CH2:20][N:21]2[C:25]([C:26]#[N:27])=[C:24]([CH:28]([OH:32])[CH:29]([CH3:30])[CH3:31])[N:23]=[C:22]2[CH2:33][CH2:34][CH2:35][CH3:36])=[CH:16][CH:15]=1)=[O:7])([CH3:2])([CH3:4])[CH3:3] |f:1.2|. Procedure: Following a procedure similar to that described in Example 45(b), but using 500 mg of 1-[(2'-t-butoxycarbonylbiphenyl-4-yl)methyl]-2-butyl-4-isobutyrylimidazole-5-carbonitrile [prepared as described in step (a) above] and 25 mg of sodium borohydride in 10 ml of ethanol, 297 mg of the title compound were obtained as a viscous oil. Starting materials: FC=1C=C2C(=NC(=NC2=CC1)C1=CC=C(C=C1)F)C(=O)O (6-fluoro-2-(4-fluorophenyl)quinazoline-4-carboxylic acid), Cl.COC1=C2CCNCC2=CC(=C1)OC (5,7-dimethoxy-1,2,3,4-tetrahydroisoquinoline hydrochloride). Yields the product FC=1C=C2C(=NC(=NC2=CC1)C1=CC=C(C=C1)F)C(=O)N1CC2=CC(=CC(=C2CC1)OC)OC (2-[[6-fluoro-2-(4-fluorophenyl)quinazolin-4-yl]carbonyl]-5,7-dimethoxy-1,2,3,4-tetrahydroisoquinoline). Yield: 42.3%. As a reaction SMILES: [F:1][C:2]1[CH:3]=[C:4]2[C:9](=[CH:10][CH:11]=1)[N:8]=[C:7]([C:12]1[CH:17]=[CH:16][C:15]([F:18])=[CH:14][CH:13]=1)[N:6]=[C:5]2[C:19](O)=[O:20].Cl.[CH3:23][O:24][C:25]1[CH:34]=[C:33]([O:35][CH3:36])[CH:32]=[C:31]2[C:26]=1[CH2:27][CH2:28][NH:29][CH2:30]2>>[F:1][C:2]1[CH:3]=[C:4]2[C:9](=[CH:10][CH:11]=1)[N:8]=[C:7]([C:12]1[CH:17]=[CH:16][C:15]([F:18])=[CH:14][CH:13]=1)[N:6]=[C:5]2[C:19]([N:29]1[CH2:28][CH2:27][C:26]2[C:31](=[CH:32][C:33]([O:35][CH3:36])=[CH:34][C:25]=2[O:24][CH3:23])[CH2:30]1)=[O:20] |f:1.2|. Procedure details: Reaction of 6-fluoro-2-(4-fluorophenyl)quinazoline-4-carboxylic acid with 5,7-dimethoxy-1,2,3,4-tetrahydroisoquinoline hydrochloride gave compound 100 (42.3% yield). 1H NMR (300 MHz, DMSO-d6) δ 2.76 and 3.00 (2t, 2H), 3.48 (s, 1H), 3.52 and 4.04 (2t, 2H), 3.74-3.75 (2s, 3H), 3.87 (s, 2H), 4.32 and 4.78 (2s, 2H), 6.36-6.50 (m, 2H), 7.42-7.48 (m, 1H), 7.64-7.81 (2m, 2H), 8.03-8.39 (m, 4H); MS (ESI) m/z 462 ([M+H]+). Reagents/catalysts: C1(=CC=CC=C1)P([C-]1C=CC=C1)C1=CC=CC=C1.[C-]1(C=CC=C1)P(C1=CC=CC=C1)C1=CC=CC=C1.[Fe+2] (1,1′-bis(diphenylphosphino)-ferrocene). The product is O1C(CCCC1)N1N=C(C2=CC(=CC=C12)C=1N=NN(N1)C(C1=CC=CC=C1)(C1=CC=CC=C1)C1=CC=CC=C1)C=1C=C(C=CC1)N (3-{1-Perhydro-2H-pyran-2-yl-5-[2-(triphenylmethyl)(1,2,3,4-tetrazol-5-yl)]-1H-indazol-3-yl}phenylamine), hexanes. Reactants: P(=O)([O-])([O-])[O-].[K+].[K+].[K+] (potassium phosphate), ClCCl (dichloromethane), BrC1=NN(C2=CC=C(C=C12)C=1N=NN(N1)C(C1=CC=CC=C1)(C1=CC=CC=C1)C1=CC=CC=C1)C1OCCCC1 (2-{3-bromo-5-[2-(triphenylmethyl)(1,2,3,4-tetrazol-5-yl)]-1H-indazolyl}perhydro-2H-pyran), NC=1C=C(C=CC1)B(O)O (3-aminophenyl boronic acid). Procedure: The title compound was prepared according to the procedure described in example 209A using 2-{3-bromo-5-[2-(triphenylmethyl)(1,2,3,4-tetrazol-5-yl)]-1H-indazolyl}perhydro-2H-pyran (0.754 g, 1.27 mmol) in ethylene glycol dimethyl ether (12 mL), 3-aminophenyl boronic acid (0.296 g, 1.91 mmol), [1,1′-bis(diphenylphosphino)-ferrocene] complex with dichloromethane (1:1) (0.147 g, 0.127 mmol), and potassium phosphate (1.35 g, 6.35 mmol). It was isolated after chromatographic purification using 25% eth... The solvent is C(C)(=O)OCC (ethyl acetate), COCCOC (ethylene glycol dimethyl ether). RXN SMILES: Br[C:2]1[C:10]2[C:5](=[CH:6][CH:7]=[C:8]([C:11]3[N:12]=[N:13][N:14]([C:16]([C:29]4[CH:34]=[CH:33][CH:32]=[CH:31][CH:30]=4)([C:23]4[CH:28]=[CH:27][CH:26]=[CH:25][CH:24]=4)[C:17]4[CH:22]=[CH:21][CH:20]=[CH:19][CH:18]=4)[N:15]=3)[CH:9]=2)[N:4]([CH:35]2[CH2:40][CH2:39][CH2:38][CH2:37][O:36]2)[N:3]=1.[NH2:41][C:42]1[CH:43]=[C:44](B(O)O)[CH:45]=[CH:46][CH:47]=1.ClCCl.P([O-])([O-])([O-])=O.[K+].[K+].[K+]>COCCOC.C1(P(C2C=CC=CC=2)[C-]2C=CC=C2)C=CC=CC=1.[C-]1(P(C2C=CC=CC=2)C2C=CC=CC=2)C=CC=C1.[Fe+2].C(OCC)(=O)C>[O:36]1[CH2:37][CH2:38][CH2:39][CH2:40][CH:35]1[N:4]1[C:5]2[C:10](=[CH:9][C:8]([C:11]3[N:12]=[N:13][N:14]([C:16]([C:23]4[CH:24]=[CH:25][CH:26]=[CH:27][CH:28]=4)([C:17]4[CH:22]=[CH:21][CH:20]=[CH:19][CH:18]=4)[C:29]4[CH:30]=[CH:31][CH:32]=[CH:33][CH:34]=4)[N:15]=3)=[CH:7][CH:6]=2)[C:2]([C:46]2[CH:47]=[C:42]([NH2:41])[CH:43]=[CH:44][CH:45]=2)=[N:3]1 |f:3.4.5.6,8.9.10|. Isolated yield 32.0%.